This data is from the Open Reaction Database (ORD), a public repository of structured organic reaction records. The task is: describe an organic reaction: reactants, conditions, products, and yield Reactants: N([C@@H](C(C)C)C(=O)N1[C@H](C(=O)NCC(=O)O)CCC1)C(=O)OC(C)(C)C (Boc-Val-Pro-Gly-OH), FC(C(=O)OC1=CC=C(C=C1)[N+](=O)[O-])(F)F (p-nitrophenyl trifluoroacetate). The solvent is N1=CC=CC=C1 (pyridine). Run at time 24 hour. Yields the product N([C@@H](C(C)C)C(=O)N1[C@H](C(=O)NCC(=O)OC2=CC=C([N+](=O)[O-])C=C2)CCC1)C(=O)OC(C)(C)C (Boc-Val-Pro-Gly-ONp). Reaction SMILES: [NH:1]([C:20]([O:22][C:23]([CH3:26])([CH3:25])[CH3:24])=[O:21])[C@H:2]([C:6]([N:8]1[CH2:19][CH2:18][CH2:17][C@H:9]1[C:10]([NH:12][CH2:13][C:14]([OH:16])=[O:15])=[O:11])=[O:7])[CH:3]([CH3:5])[CH3:4].FC(F)(F)C(O[C:32]1[CH:37]=[CH:36][C:35]([N+:38]([O-:40])=[O:39])=[CH:34][CH:33]=1)=O>N1C=CC=CC=1>[NH:1]([C:20]([O:22][C:23]([CH3:24])([CH3:26])[CH3:25])=[O:21])[C@H:2]([C:6]([N:8]1[CH2:19][CH2:18][CH2:17][C@H:9]1[C:10]([NH:12][CH2:13][C:14]([O:16][C:32]1[CH:37]=[CH:36][C:35]([N+:38]([O-:40])=[O:39])=[CH:34][CH:33]=1)=[O:15])=[O:11])=[O:7])[CH:3]([CH3:5])[CH3:4]. Procedure: To a solution of XIV (4.4 g, 11.8 mmol) in pyridine (30 ml) was added p-nitrophenyl trifluoroacetate (3.22 g, 13.7 mmol). After stirring for 24 h at room temperature, the reaction mixture was treated in the same manner as described for the preparation of X. An oil obtained gave a single spot on TLC; yield 5.67 g (98%), Rf1 0.60. The reactants are O (water), COC(C(C(=C)N)C(C)C)=O (3-Amino-2-isopropyl-but-3-enoic acid methyl ester), C1CCOC1 (THF), C(C1=CC=C(C=C1)OC)(=O)Cl (Anisoyl chloride), N1=CC=CC=C1 (pyridine). Product: COC(C(C(=C)NC(C1=C(C=CC=C1)OC)=O)C(C)C)=O (2-isopropyl-3-(2-methoxy-benzoylamino)but-3-enoic acid methyl ester). Isolated yield 33.0%. Reaction SMILES: [CH3:1][O:2][C:3](=[O:11])[CH:4]([CH:8]([CH3:10])[CH3:9])[C:5]([NH2:7])=[CH2:6].N1C=CC=CC=1.C(Cl)(=O)[C:19]1[CH:24]=[CH:23][C:22]([O:25][CH3:26])=[CH:21][CH:20]=1.O.C1C[O:33][CH2:32]C1>>[CH3:1][O:2][C:3](=[O:11])[CH:4]([CH:8]([CH3:9])[CH3:10])[C:5]([NH:7][C:32](=[O:33])[C:21]1[CH:20]=[CH:19][CH:24]=[CH:23][C:22]=1[O:25][CH3:26])=[CH2:6]. Procedure: The crude 3-amino-2-isopropyl-but-3-enoic acid methyl ester of step (a) above in this method (Method B of Example 13) (5 g, 0.0318 mol) was dissolved in anhydrous THF (100 mL) and anhydrous pyridine (5.2 mL, 0.0637 mol) was added. Anisoyl chloride (4.28 mL, 0.0318 mol) was added dropwise, and the mixture was refluxed for 2 hours. After cooling, water (100 mL) was added and the organic layer was extracted with ethyl acetate (3×50 mL). The combined organic extracts were washed with 1N HCl (3×100 m... Starting materials: [BH4-], CO, [Na+], O=C1CCOc2ccccc21. Product: OC1CCOc2ccccc21. As a reaction SMILES: [BH4-:12].[CH3:14][OH:15].[Na+:13].[O:1]1[CH2:2][CH2:3][C:4](=[O:11])[c:5]2[cH:6][cH:7][cH:8][cH:9][c:10]21>>[O:1]1[CH2:2][CH2:3][CH:4]([OH:11])[c:5]2[cH:6][cH:7][cH:8][cH:9][c:10]21. The reactants are FC=1C=CC(=NC1)C1=NOC(=C1CNC1=NN(C(=C1)C(=O)O)C)C (3-((3-(5-fluoropyridin-2-yl)-5-methylisoxazol-4-yl)methylamino)-1-methyl-1H-pyrazole-5-carboxylic acid), NC1CCOCC1 (4-aminotetrahydropyran). Yields the product FC=1C=CC(=NC1)C1=NOC(=C1CNC1=NN(C(=C1)C(=O)NC1CCOCC1)C)C (3-((3-(5-Fluoropyridin-2-yl)-5-methylisoxazol-4-yl)methylamino)-1-methyl-N-(tetrahydro-2H-pyran-4-yl)-1H-pyrazole-5-carboxamide). The yield is 80.0%. RXN SMILES: [F:1][C:2]1[CH:3]=[CH:4][C:5]([C:8]2[C:12]([CH2:13][NH:14][C:15]3[CH:19]=[C:18]([C:20]([OH:22])=O)[N:17]([CH3:23])[N:16]=3)=[C:11]([CH3:24])[O:10][N:9]=2)=[N:6][CH:7]=1.[NH2:25][CH:26]1[CH2:31][CH2:30][O:29][CH2:28][CH2:27]1>>[F:1][C:2]1[CH:3]=[CH:4][C:5]([C:8]2[C:12]([CH2:13][NH:14][C:15]3[CH:19]=[C:18]([C:20]([NH:25][CH:26]4[CH2:31][CH2:30][O:29][CH2:28][CH2:27]4)=[O:22])[N:17]([CH3:23])[N:16]=3)=[C:11]([CH3:24])[O:10][N:9]=2)=[N:6][CH:7]=1. Procedure: As described for example 163c, 3-((3-(5-fluoropyridin-2-yl)-5-methylisoxazol-4-yl)methylamino)-1-methyl-1H-pyrazole-5-carboxylic acid (76 mg, 0.23 mol) was converted, using 4-aminotetrahydropyran instead of isopropylamine, to the title compound (95 mg, 80%) which was obtained as a white solid. MS: m/e=415.2 [M+H]+. Starting materials: [N+](=O)([O-])C1=CC=C(C=C1)C (p-nitrotoluene), [SH-].[Na+] (sodium hydrosulphide), S (hydrogen sulphide), alcohol, [S] (sulphur), sodium polysulphide, [OH-].[Na+] (sodium hydroxide), [OH-].[Na+] (sodium hydroxide). The product is NC1=CC=C(C=O)C=C1 (p-aminobenzaldehyde). Reaction SMILES: [N+:1]([C:4]1[CH:9]=[CH:8][C:7]([CH3:10])=[CH:6][CH:5]=1)([O-])=O.[OH-:11].[Na+].S.[SH-].[Na+].[S]>>[NH2:1][C:4]1[CH:9]=[CH:8][C:7]([CH:10]=[O:11])=[CH:6][CH:5]=1 |f:1.2,4.5,^3:15|. Reported procedure: Still another object of this invention is to provide a novel process for producing p-hydroxybenzaldehyde through p-aminobenzaldehyde from p-nitrotoluene. This process comprises reacting p-nitrotoluene with sodium polysulphide prepared by reacting sodium hydroxide with hydrogen sulphide and incorporating the resulting sodium hydrosulphide with sodium hydroxide and then with sulphur, in the presence or absence of an aprotic polar compound in a mixed solvent consisting of an alcohol and an aqueous ...